describe an organic reaction: reactants, conditions, products, and yield From a dataset of the Open Reaction Database (ORD), a public repository of structured organic reaction records. Reactants: [H-].C(C(C)C)[Al+]CC(C)C (diisobutylaluminum hydride), C(#N)C=1C(=NC=CC1)OCC1=CC(=C(C=C1)OCC=1N=C(OC1C)C=1OC=CC1)OC (3-cyano-2-[4-[[2-(2-furyl)-5-methyl-4-oxazolyl]methoxy]-3-methoxybenzyloxy]pyridine), C1(=CC=CC=C1)C (toluene), [Cl-].[NH4+] (ammonium chloride), C(C)(=O)OCC (ethyl acetate). Run in CCCCCC (hexane). Run at time 1 hour. The product is O1C(=CC=C1)C=1OC(=C(N1)COC1=C(C=C(COC2=NC=CC=C2C=O)C=C1)OC)C (2-[4-[[2-(2-furyl)-5-methyl-4-oxazolyl]methoxy]-3-methoxybenzyloxy]-3-pyridinecarbaldehyde). Yield: 16.0%. RXN SMILES: [C:1]([C:3]1[C:4]([O:9][CH2:10][C:11]2[CH:16]=[CH:15][C:14]([O:17][CH2:18][C:19]3[N:20]=[C:21]([C:25]4[O:26][CH:27]=[CH:28][CH:29]=4)[O:22][C:23]=3[CH3:24])=[C:13]([O:30][CH3:31])[CH:12]=2)=[N:5][CH:6]=[CH:7][CH:8]=1)#N.C1(C)C=CC=CC=1.[H-].C([Al+]CC(C)C)C(C)C.[Cl-].[NH4+].C(OCC)(=[O:53])C>CCCCCC>[O:26]1[CH:27]=[CH:28][CH:29]=[C:25]1[C:21]1[O:22][C:23]([CH3:24])=[C:19]([CH2:18][O:17][C:14]2[CH:15]=[CH:16][C:11]([CH2:10][O:9][C:4]3[C:3]([CH:1]=[O:53])=[CH:8][CH:7]=[CH:6][N:5]=3)=[CH:12][C:13]=2[O:30][CH3:31])[N:20]=1 |f:2.3,4.5|. Procedure details: To a mixture of 3-cyano-2-[4-[[2-(2-furyl)-5-methyl-4-oxazolyl]methoxy]-3-methoxybenzyloxy]pyridine (6.30 g) and anhydrous toluene (250 mL) was dropwise added a solution (0.95 M, 47 mL) of diisobutylaluminum hydride in hexane at −78° C. The reaction mixture was allowed to warm to room temperature with stirring for 1 hr. A saturated aqueous ammonium chloride solution (50 mL) was dropwise added to the reaction mixture at 0° C. and ethyl acetate was further added. Insoluble materials were filtered ... Reactants: C1CCOC1, CCCC[N+](CCCC)(CCCC)CCCC, [F-], C[Si](C)(C)CCOCn1cnc2c(S(=O)(=O)c3ccc4cc(-c5ccc(F)cc5)ccc4c3)cccc21, O. The product is O=S(=O)(c1ccc2cc(-c3ccc(F)cc3)ccc2c1)c1cccc2[nH]cnc12. Reaction SMILES: [CH2:56]1[O:57][CH2:58][CH2:59][CH2:60]1.[CH3:39][CH2:40][CH2:41][CH2:42][N+:43]([CH2:44][CH2:45][CH2:46][CH3:47])([CH2:48][CH2:49][CH2:50][CH3:51])[CH2:52][CH2:53][CH2:54][CH3:55].[F-:38].[F:1][c:2]1[cH:3][cH:4][c:5](-[c:8]2[cH:9][c:10]3[cH:11][cH:12][c:13]([S:18](=[O:19])(=[O:20])[c:21]4[cH:22][cH:23][cH:24][c:25]5[n:26]([CH2:30][O:31][CH2:32][CH2:33][Si:34]([CH3:35])([CH3:36])[CH3:37])[cH:27][n:28][c:29]45)[cH:14][c:15]3[cH:16][cH:17]2)[cH:6][cH:7]1.[OH2:61]>>[F:1][c:2]1[cH:3][cH:4][c:5](-[c:8]2[cH:9][c:10]3[cH:11][cH:12][c:13]([S:18](=[O:19])(=[O:20])[c:21]4[cH:22][cH:23][cH:24][c:25]5[nH:26][cH:27][n:28][c:29]45)[cH:14][c:15]3[cH:16][cH:17]2)[cH:6][cH:7]1. The reactants are O=C(n1ccnc1)n1ccnc1, ClCCl, Cc1ccc(-n2nc(C3(CF)CC3)cc2N)cc1, CC1(C(=O)N2CCC(Oc3ncc(N)c4ccccc34)CC2)CC1. Product: Cc1ccc(-n2nc(C3(CF)CC3)cc2NC(=O)Nc2cnc(OC3CCN(C(=O)C4(C)CC4)CC3)c3ccccc23)cc1. RXN SMILES: [C:19](=[O:20])([n:21]1[cH:22][cH:23][n:24][cH:25]1)[n:26]1[cH:27][cH:28][n:29][cH:30]1.[Cl:55][CH2:56][Cl:57].[F:1][CH2:2][C:3]1([c:6]2[cH:7][c:8]([NH2:18])[n:9](-[c:11]3[cH:12][cH:13][c:14]([CH3:17])[cH:15][cH:16]3)[n:10]2)[CH2:4][CH2:5]1.[NH2:31][c:32]1[cH:33][n:34][c:35]([O:42][CH:43]2[CH2:44][CH2:45][N:46]([C:49](=[O:50])[C:51]3([CH3:54])[CH2:52][CH2:53]3)[CH2:47][CH2:48]2)[c:36]2[cH:37][cH:38][cH:39][cH:40][c:41]12>>[F:1][CH2:2][C:3]1([c:6]2[cH:7][c:8]([NH:18][C:19](=[O:20])[NH:31][c:32]3[cH:33][n:34][c:35]([O:42][CH:43]4[CH2:44][CH2:45][N:46]([C:49](=[O:50])[C:51]5([CH3:54])[CH2:52][CH2:53]5)[CH2:47][CH2:48]4)[c:36]4[cH:37][cH:38][cH:39][cH:40][c:41]34)[n:9](-[c:11]3[cH:12][cH:13][c:14]([CH3:17])[cH:15][cH:16]3)[n:10]2)[CH2:4][CH2:5]1. Starting materials: CCOC(=O)CNC(=O)C1(NC(=O)OC(C)(C)C)CC1, COc1ccccc1, O=C(O)C(F)(F)F. Product: CCOC(=O)CNC(=O)C1(N)CC1. RXN SMILES: [C:1]([O:2][C:3](=[O:4])[NH:8][C:9]1([C:12](=[O:13])[NH:14][CH2:15][C:16](=[O:17])[O:18][CH2:19][CH3:20])[CH2:10][CH2:11]1)([CH3:5])([CH3:6])[CH3:7].[CH3:21][O:22][c:23]1[cH:24][cH:25][cH:26][cH:27][cH:28]1.[OH:29][C:30]([C:31]([F:32])([F:33])[F:34])=[O:35]>>[NH2:8][C:9]1([C:12](=[O:13])[NH:14][CH2:15][C:16](=[O:17])[O:18][CH2:19][CH3:20])[CH2:10][CH2:11]1.